This data is from the Open Reaction Database (ORD), a public repository of structured organic reaction records. The task is: describe an organic reaction: reactants, conditions, products, and yield Starting materials: BrCCc1ccccc1, NC(=O)c1ccc(Oc2ccc3c(c2)CCNCC3)nc1, [K+], [K+], O=C([O-])[O-], CN(C)C=O. Product: NC(=O)c1ccc(Oc2ccc3c(c2)CCN(CCc2ccccc2)CC3)nc1. Reaction SMILES: [Br:28][CH2:29][CH2:30][c:31]1[cH:32][cH:33][cH:34][cH:35][cH:36]1.[CH2:1]1[CH2:2][NH:3][CH2:4][CH2:5][c:6]2[c:7]1[cH:8][cH:9][c:10]([O:12][c:13]1[n:14][cH:15][c:16]([C:17](=[O:18])[NH2:19])[cH:20][cH:21]1)[cH:11]2.[K+:22].[K+:23].[O-:24][C:25]([O-:26])=[O:27].[O:37]=[CH:38][N:39]([CH3:40])[CH3:41]>>[CH2:1]1[CH2:2][N:3]([CH2:29][CH2:30][c:31]2[cH:32][cH:33][cH:34][cH:35][cH:36]2)[CH2:4][CH2:5][c:6]2[c:7]1[cH:8][cH:9][c:10]([O:12][c:13]1[n:14][cH:15][c:16]([C:17](=[O:18])[NH2:19])[cH:20][cH:21]1)[cH:11]2. Reactants: CCO, O=[N+]([O-])c1ccc2c(cnn2Cc2ccccn2)c1, O=[Pt]=O. The product is Nc1ccc2c(cnn2Cc2ccccn2)c1. Reaction SMILES: [CH3:20][CH2:21][OH:22].[N+:1]([O-:2])(=[O:3])[c:4]1[cH:5][c:6]2[cH:7][n:8][n:9]([CH2:13][c:14]3[n:15][cH:16][cH:17][cH:18][cH:19]3)[c:10]2[cH:11][cH:12]1.[Pt:23](=[O:24])=[O:25]>>[NH2:1][c:4]1[cH:5][c:6]2[cH:7][n:8][n:9]([CH2:13][c:14]3[n:15][cH:16][cH:17][cH:18][cH:19]3)[c:10]2[cH:11][cH:12]1. The reactants are C[SiH](N([SiH](C)C)CC=C)C (N,N-bis(dimethylsilyl)allylamine), bis(triphenylphosphine)platinum dichloride. The solvent is C1(=CC=CC=C1)C (toluene). The product is C[SiH](N1[Si](C(C1)C)(C)C)C (1-dimethylsilyl-2,2,3-trimethyl-1-aza-2-silacyclobutane). RXN SMILES: [CH3:1][SiH:2]([CH3:10])[N:3]([CH2:7][CH:8]=[CH2:9])[SiH:4]([CH3:6])[CH3:5]>C1(C)C=CC=CC=1>[CH3:1][SiH:2]([CH3:10])[N:3]1[CH2:7][CH:8]([CH3:9])[Si:4]1([CH3:6])[CH3:5]. Procedure details: Into a 500-mL roundbottom flask were introduced 100 mL N,N-bis(dimethylsilyl)allylamine and 100 mL toluene and then 5 mg bis(triphenylphosphine)platinum dichloride (PtCl2 (PPh3)2).The reaction was heated for 1 hour at 80° C., and the reaction product was isolated and purified by distillation. Reactants: CC(C)=CC (2-methyl-2-butene), Cl(=O)[O-].[Na+] (sodium chlorite), C(=O)C=1C=C(C#N)C=C(C1)COC (3-formyl-5-methoxymethyl-benzonitrile). Solvent: C(C)(C)(C)O (tert-butyl alcohol), O (water). Run at time 5 hour. Product: C(#N)C=1C=C(C(=O)O)C=C(C1)COC (3-cyano-5-methoxymethyl-benzoic acid). Yield: 64.5%. RXN SMILES: [CH:1]([C:3]1[CH:4]=[C:5]([CH:8]=[C:9]([CH2:11][O:12][CH3:13])[CH:10]=1)[C:6]#[N:7])=[O:2].CC(=CC)C.Cl([O-])=[O:20].[Na+]>C(O)(C)(C)C.O>[C:6]([C:5]1[CH:4]=[C:3]([CH:10]=[C:9]([CH2:11][O:12][CH3:13])[CH:8]=1)[C:1]([OH:20])=[O:2])#[N:7] |f:2.3|. Procedure: To a reaction mixture of 3-formyl-5-methoxymethyl-benzonitrile (128 mg, 0.73 mmol) in tert-butyl alcohol (3 mL) and water (1.5 mL) were added 2-methyl-2-butene (1.5 mL) and sodium chlorite (198 mg, 80% technical grade, dissolved in 1.5 mL of water), respectively. The resulting mixture was stirred at room temperature for 5 h then partitioned between water and methylene chloride. The aqueous layer was extracted with methylene chloride. The organic layers were dried over anhydrous sodium sulfate an... Reactants: ClC1=CC=C(C=C1)S(=O)(=O)C(C)C (1-Chloro-4-(isopropylsulfonyl)benzene), [N+](=O)([O-])[O-].[K+] (potassium nitrate), Ice water. Run in S(O)(O)(=O)=O (sulfuric acid). Reaction conditions: temperature 90 celsius, time 2 hour. Product: ClC1=C(C=C(C=C1)S(=O)(=O)C(C)C)[N+](=O)[O-] (1-Chloro-4-(isopropylsulfonyl)-2-nitrobenzene). Yield: 103.9%. Reaction SMILES: [Cl:1][C:2]1[CH:7]=[CH:6][C:5]([S:8]([CH:11]([CH3:13])[CH3:12])(=[O:10])=[O:9])=[CH:4][CH:3]=1.[N+:14]([O-])([O-:16])=[O:15].[K+]>S(=O)(=O)(O)O>[Cl:1][C:2]1[CH:7]=[CH:6][C:5]([S:8]([CH:11]([CH3:13])[CH3:12])(=[O:10])=[O:9])=[CH:4][C:3]=1[N+:14]([O-:16])=[O:15] |f:1.2|. Reported procedure: To a solution of 1-chloro-4-(isopropylsulfonyl)benzene (Step B, 679 mg, 3.1 mmol) in sulfuric acid (3 mL) was added potassium nitrate (555 mg, 5.5 mmol) at 80° C. The mixture was stirred at 90° C. for 2 h. Ice water (5 mL) was added, and the mixture was extracted with ethyl acetate (25 mL) and washed with water (10 mL×2) and brine (10 mL). The organic extracts were dried over sodium sulfate and concentrated to afford the title compound (849 mg, containing ethyl acetate) as a white solid.